From a dataset of the Open Reaction Database (ORD), a public repository of structured organic reaction records. describe an organic reaction: reactants, conditions, products, and yield As a reaction SMILES: [Br:17][c:18]1[n:19][cH:20][c:21]([O:24][c:25]2[cH:26][cH:27][c:28]([Cl:31])[cH:29][cH:30]2)[n:22][cH:23]1.[F:1][C:2]([c:3]1[cH:4][c:5]([CH:9]2[NH:10][C:11](=[O:14])[O:12][CH2:13]2)[cH:6][cH:7][cH:8]1)([F:15])[F:16]>>[F:1][C:2]([c:3]1[cH:4][c:5]([CH:9]2[N:10]([c:18]3[n:19][cH:20][c:21]([O:24][c:25]4[cH:26][cH:27][c:28]([Cl:31])[cH:29][cH:30]4)[n:22][cH:23]3)[C:11](=[O:14])[O:12][CH2:13]2)[cH:6][cH:7][cH:8]1)([F:15])[F:16]. Product: O=C1OCC(c2cccc(C(F)(F)F)c2)N1c1cnc(Oc2ccc(Cl)cc2)cn1. Reactants: Clc1ccc(Oc2cnc(Br)cn2)cc1, O=C1NC(c2cccc(C(F)(F)F)c2)CO1. The reactants are ClC=1C(=NC=C(C1)Cl)C(CNC(C1=C(C=CC=C1)C(F)(F)F)=O)=NOC(C)(C)C (N-[2-(3,5-dichloropyridin-2-yl)-2-(tert-butoxyimino)ethyl]-2-(trifluoromethyl)benzamide), quartz. Solvent: C(C)#N (acetonitrile). The product is ClC=1C(=NC=C(C1)Cl)\C(\CNC(C1=C(C=CC=C1)C(F)(F)F)=O)=N/OC(C)(C)C ((Z)—N-[2-(3,5-dichloropyridin-2-yl)-2-(tert-butoxyimino)ethyl]-2-(trifluoromethyl)benzamide). Isolated yield 91.8%. As a reaction SMILES: [Cl:1][C:2]1[C:3]([C:9](=[N:24][O:25][C:26]([CH3:29])([CH3:28])[CH3:27])[CH2:10][NH:11][C:12](=[O:23])[C:13]2[CH:18]=[CH:17][CH:16]=[CH:15][C:14]=2[C:19]([F:22])([F:21])[F:20])=[N:4][CH:5]=[C:6]([Cl:8])[CH:7]=1>C(#N)C>[Cl:1][C:2]1[C:3](/[C:9](=[N:24]\[O:25][C:26]([CH3:29])([CH3:28])[CH3:27])/[CH2:10][NH:11][C:12](=[O:23])[C:13]2[CH:18]=[CH:17][CH:16]=[CH:15][C:14]=2[C:19]([F:22])([F:20])[F:21])=[N:4][CH:5]=[C:6]([Cl:8])[CH:7]=1. Reported procedure: 207 mg of N-[2-(3,5-dichloropyridin-2-yl)-2-(tert-butoxyimino)ethyl]-2-(trifluoromethyl)benzamide in 4 ml of acetonitrile was irradiated with light for 8 hours in a quartz cell (manufactured by Fine, 4 clear windows for spectroscopy) using a 100 W high-pressure mercury lamp (manufactured by USHIO INC., lamp: UM-102, power supply: UM-103B-B). After completion of the reaction, the solvent was evaporated under reduced pressure, and the resulting residue was purified by silica gel column chromatogra... Starting materials: BrB(Br)Br, O=C([O-])O, COc1cccc(-c2nccn2C)c1, ClCCl, [Na+]. Yields the product Cn1ccnc1-c1cccc(O)c1. Reaction SMILES: [B:15]([Br:16])([Br:17])[Br:18].[C:19](=[O:20])([OH:21])[O-:22].[CH3:1][O:2][c:3]1[cH:4][c:5](-[c:9]2[n:10]([CH3:14])[cH:11][cH:12][n:13]2)[cH:6][cH:7][cH:8]1.[Cl:24][CH2:25][Cl:26].[Na+:23]>>[OH:2][c:3]1[cH:4][c:5](-[c:9]2[n:10]([CH3:14])[cH:11][cH:12][n:13]2)[cH:6][cH:7][cH:8]1. Reactants: C(C)OC(CCC1=C(C#N)C=C(C=C1)O)=C (2-(3-ethoxy-but-3-enyl)-5-hydroxy-benzonitrile), CC1=C(N=C(O1)C1=CC=C(C=C1)OC1=CC=CC=C1)CCOS(=O)(=O)C1=CC=C(C=C1)C (toluene-4-sulfonic acid 2-[5-methyl-2-(4-phenoxy-phenyl)-oxazol-4-yl]-ethyl ester), CsCO3, CN(C)C=O (DMF). The solvent is CCOC(=O)C (EtOAc). Reaction conditions: temperature 60 celsius, time 8 hour. Yields the product C(C)OC(CCC1=C(C=C(C=C1)OCCC=1N=C(OC1C)C1=CC=C(C=C1)OC1=CC=CC=C1)C#N)=O (3-(2-cyano-4-{2-[5-methyl-2-(4-phenoxyphenyl)oxazol-4-yl]ethoxy}phenyl)propionic acid ethyl ester). As a reaction SMILES: [CH2:1]([O:3][C:4](=C)[CH2:5][CH2:6][C:7]1[CH:14]=[CH:13][C:12]([OH:15])=[CH:11][C:8]=1[C:9]#[N:10])[CH3:2].[CH3:17][C:18]1[O:22][C:21]([C:23]2[CH:28]=[CH:27][C:26]([O:29][C:30]3[CH:35]=[CH:34][CH:33]=[CH:32][CH:31]=3)=[CH:25][CH:24]=2)=[N:20][C:19]=1[CH2:36][CH2:37]OS(C1C=CC(C)=CC=1)(=O)=O.CN(C=[O:53])C>CCOC(C)=O>[CH2:1]([O:3][C:4](=[O:53])[CH2:5][CH2:6][C:7]1[CH:14]=[CH:13][C:12]([O:15][CH2:37][CH2:36][C:19]2[N:20]=[C:21]([C:23]3[CH:28]=[CH:27][C:26]([O:29][C:30]4[CH:35]=[CH:34][CH:33]=[CH:32][CH:31]=4)=[CH:25][CH:24]=3)[O:22][C:18]=2[CH3:17])=[CH:11][C:8]=1[C:9]#[N:10])[CH3:2]. Reported procedure: A mixture of 2-(3-ethoxy-but-3-enyl)-5-hydroxy-benzonitrile (220 mg, 1.00 mmol), toluene-4-sulfonic acid 2-[5-methyl-2-(4-phenoxy-phenyl)-oxazol-4-yl]-ethyl ester (450 mg, 1.00 mmol; Preparation 6), and CsCO3 (978 mg, 3.00 mmol) in DMF (10 mL) was stirred overnight at 60° C. under an N2. The mixture was cooled, diluted with EtOAc (20 mL) and washed with brine (20 mL). The organic layer was dried (Na2SO4) and concentrated. The product mixture was purified by radial chromatography (10-70% EtOAc/he... Starting materials: CI, Cc1ccc2c(C=O)c[nH]c2c1, [H-], [Na+], CN(C)C=O. Product: Cc1ccc2c(C=O)cn(C)c2c1. As a reaction SMILES: [CH3:15][I:16].[CH3:1][c:2]1[cH:3][cH:4][c:5]2[c:6]([CH:11]=[O:12])[cH:7][nH:8][c:9]2[cH:10]1.[H-:14].[Na+:13].[O:17]=[CH:18][N:19]([CH3:20])[CH3:21]>>[CH3:1][c:2]1[cH:3][cH:4][c:5]2[c:6]([CH:11]=[O:12])[cH:7][n:8]([CH3:15])[c:9]2[cH:10]1. Reactants: C1(=CC=C(C=C1)S(=O)(=O)C=1N=NC(=CC1)OC)C1=CC=CC=C1 (3-(Biphenyl-4-sulfonyl)-6-methoxy-pyridazine), Cl (hydrochloric acid). Product: C1(=CC=C(C=C1)S(=O)(=O)C=1C=CC(NN1)=O)C1=CC=CC=C1 (6-(Biphenyl-4-sulfonyl)-2H-pyridazin-3-one). As a reaction SMILES: [C:1]1([C:18]2[CH:23]=[CH:22][CH:21]=[CH:20][CH:19]=2)[CH:6]=[CH:5][C:4]([S:7]([C:10]2[N:11]=[N:12][C:13]([O:16]C)=[CH:14][CH:15]=2)(=[O:9])=[O:8])=[CH:3][CH:2]=1.Cl>>[C:1]1([C:18]2[CH:19]=[CH:20][CH:21]=[CH:22][CH:23]=2)[CH:2]=[CH:3][C:4]([S:7]([C:10]2[CH:15]=[CH:14][C:13](=[O:16])[NH:12][N:11]=2)(=[O:9])=[O:8])=[CH:5][CH:6]=1. Procedure details: The product of step A was treated with concentrated hydrochloric acid according to step C of Example 2 to obtain the title compound. Mp. 219-220° C. The product is COc1cc(C=C(CCCCl)C(=O)NC2CCc3cc(N4CCOCC4)ccc32)ccc1-n1cnc(C)c1. Reaction SMILES: [CH2:62]([Cl:63])[CH2:64][Cl:65].[Cl:13][CH2:14][CH2:15][CH2:16][C:17]([C:18](=[O:19])[OH:20])=[CH:21][c:22]1[cH:23][c:24]([O:34][CH3:35])[c:25](-[n:28]2[cH:29][n:30][c:31]([CH3:33])[cH:32]2)[cH:26][cH:27]1.[F:6][C:7]([F:8])([F:9])[C:10]([OH:11])=[O:12].[O:1]=[CH:2][N:3]([CH3:4])[CH3:5].[O:36]1[CH2:37][CH2:38][N:39]([c:42]2[cH:43][c:44]3[c:48]([cH:49][cH:50]2)[CH:47]([NH2:51])[CH2:46][CH2:45]3)[CH2:40][CH2:41]1.[OH:52][n:53]1[c:54]2[c:55]([cH:56][cH:57][cH:58][cH:59]2)[n:60][n:61]1>>[Cl:13][CH2:14][CH2:15][CH2:16][C:17]([C:18](=[O:20])[NH:51][CH:47]1[CH2:46][CH2:45][c:44]2[cH:43][c:42]([N:39]3[CH2:38][CH2:37][O:36][CH2:41][CH2:40]3)[cH:50][cH:49][c:48]21)=[CH:21][c:22]1[cH:23][c:24]([O:34][CH3:35])[c:25](-[n:28]2[cH:29][n:30][c:31]([CH3:33])[cH:32]2)[cH:26][cH:27]1. The reactants are ClCCCl, COc1cc(C=C(CCCCl)C(=O)O)ccc1-n1cnc(C)c1, O=C(O)C(F)(F)F, CN(C)C=O, NC1CCc2cc(N3CCOCC3)ccc21, On1nnc2ccccc21. The reactants are CS(=O)(=O)[C@@H]1[C@@H](C(N1)=O)NC(C1=CC=CC=C1)(C1=CC=CC=C1)C1=CC=CC=C1 ((3R,4R)-4-methylsulfonyl-3-tritylamino-2-azetidinone), O1CCCC1 (tetrahydrofuran), methyl thioglycollate, [OH-].[Na+] (sodium hydroxide). Solvent: CO (methanol). Reaction conditions: time 30 minute. Product: COC(=O)CS[C@@H]1[C@@H](C(N1)=O)NC(C1=CC=CC=C1)(C1=CC=CC=C1)C1=CC=CC=C1 ((3R,4R)-4-[[(methoxycarbonyl)methyl]thio]-3-tritylamino-2-azetidinone). As a reaction SMILES: [CH3:1][S:2]([C@H:5]1[NH:8][C:7](=[O:9])[C@H:6]1[NH:10][C:11]([C:24]1[CH:29]=[CH:28][CH:27]=[CH:26][CH:25]=1)([C:18]1[CH:23]=[CH:22][CH:21]=[CH:20][CH:19]=1)[C:12]1[CH:17]=[CH:16][CH:15]=[CH:14][CH:13]=1)(=O)=O.[O:30]1[CH2:34]CC[CH2:31]1.[OH-:35].[Na+]>CO>[CH3:31][O:30][C:34]([CH2:1][S:2][C@H:5]1[NH:8][C:7](=[O:9])[C@H:6]1[NH:10][C:11]([C:24]1[CH:29]=[CH:28][CH:27]=[CH:26][CH:25]=1)([C:18]1[CH:23]=[CH:22][CH:21]=[CH:20][CH:19]=1)[C:12]1[CH:17]=[CH:16][CH:15]=[CH:14][CH:13]=1)=[O:35] |f:2.3|. Reported procedure: To a solution of 10 g of (3R,4R)-4-methylsulfonyl-3-tritylamino-2-azetidinone in 250 ml of methanol is added 100 ml of tetrahydrofuran, followed by addition of 3.45 g of methyl thioglycollate and 32.5 ml of 1N sodium hydroxide under ice-cooling, and the mixture is stirred at room temperature for 30 minutes. The solvent is then distilled off under reduced pressure and 100 ml of ethyl acetate is added. The ethyl acetate layer is separated, washed with saturated aqueous sodium chloride, dried over ...